This data is from the Open Reaction Database (ORD), a public repository of structured organic reaction records. The task is: describe an organic reaction: reactants, conditions, products, and yield Reactants: [OH-].[K+] (potassium hydroxide), FC1=CC2=C(N(C(S2)=O)CC2=NOC(=N2)C)C=C1[N+](=O)[O-] (6-fluoro-3-(5-methyl-1,2,4-oxadiazol-3-yl-methyl)-5-nitro-2(3H)-benzothiazolone), C(C)O (ethanol), stannous chloride, nitro. Run in Cl (hydrochloric acid). Reaction conditions: time 1.5 hour. Yields the product aimed compound, NC=1C(=CC2=C(N(C(S2)=O)CC2=NOC(=N2)C)C1)F (5-amino-6-fluoro-3-(5-methyl-1,2,4-oxadiazol-3-ylmethyl)-2(3H)-benzothiazolone). Isolated yield 78.6%. RXN SMILES: [F:1][C:2]1[C:18]([N+:19]([O-])=O)=[CH:17][C:5]2[N:6]([CH2:10][C:11]3[N:15]=[C:14]([CH3:16])[O:13][N:12]=3)[C:7](=[O:9])[S:8][C:4]=2[CH:3]=1.C(O)C.[OH-].[K+]>Cl>[NH2:19][C:18]1[C:2]([F:1])=[CH:3][C:4]2[S:8][C:7](=[O:9])[N:6]([CH2:10][C:11]3[N:15]=[C:14]([CH3:16])[O:13][N:12]=3)[C:5]=2[CH:17]=1 |f:2.3|. Procedure details: A mixture of 6-fluoro-3-(5-methyl-1,2,4-oxadiazol-3-yl-methyl)-5-nitro-2(3H)-benzothiazolone (3.1 g) and ethanol (40 ml) was prepared. To this mixture was dropwise added a solution of stannous chloride (3.3 mol equivalents per mol equivalent of the nitro compound) in concentrated hydrochloric acid (40 ml), at a temperature of 10° to 15° C. The reaction mixture was stirred at a temperature of 60° to 70° C. for 1.5 hours, and distilled under a reduced pressure to remove the ethanol and the hydroch... Solvent: O1CCCC1 (tetrahydrofurane), O1CCCC1 (tetrahydrofurane). Reaction SMILES: C1C2C(=CC=CC=2)[C@@H](N)[C@H]1O.B.CCN(C1C=CC=CC=1)CC.[Cl:24][C:25]1[C:34]2[C:35](=[O:43])[O:36][C:37]3([CH2:42][CH2:41][O:40][CH2:39][CH2:38]3)[C:33]=2[C:32]2[C:31](=[O:44])[CH2:30][C:29]([CH3:46])([CH3:45])[CH2:28][C:27]=2[N:26]=1.CO>O1CCCC1>[Cl:24][C:25]1[C:34]2[C:35](=[O:43])[O:36][C:37]3([CH2:42][CH2:41][O:40][CH2:39][CH2:38]3)[C:33]=2[C:32]2[C@@H:31]([OH:44])[CH2:30][C:29]([CH3:46])([CH3:45])[CH2:28][C:27]=2[N:26]=1 |f:1.2|. Run at temperature 0 celsius, time 18 hour. Reactants: ClC1=NC=2CC(CC(C2C2=C1C(OC21CCOCC1)=O)=O)(C)C (4-chloro-7,7-dimethyl-2′,3′,5′,6′,7,8-hexahydro-3H-spiro[furo[3,4-c]quinoline-1,4′-pyran]-3,9(6H)-dione), C1[C@@H]([C@@H](C2=CC=CC=C21)N)O ((1R,2S)-(+)-cis-1-Amino-2-indanol), C1[C@@H]([C@@H](C2=CC=CC=C21)N)O ((1R,2S)-(+)-cis-1-Amino-2-indanol), B.CCN(CC)C=1C=CC=CC1 (borane diethylaniline), CO (methanol). Procedure: 213 mg (1R,2S)-(+)-cis-1-Amino-2-indanol are dissolved in 250 ml tetrahydrofurane and to this solution are dropwise added 3.58 ml of a borane-diethylaniline-complex. After completion of gas evolution the solution is cooled to 0° C. and 3.17 g 4-chloro-7,7-dimethyl-2′,3′,5′,6′,7,8-hexahydro-3H-spiro[furo[3,4-c]quinoline-1,4′-pyran]-3,9(6H)-dione in 250 ml tetrahydrofurane are added dropwise. The temperature is raised during 2 hours to room temperature and the mixture is stirred for 18 hours, 213 ... The product is ClC1=NC=2CC(C[C@@H](C2C2=C1C(OC21CCOCC1)=O)O)(C)C ((S)-4-Chloro-9-hydroxy-7,7-dimethyl-2′,3′,5′,6,6′,7,8,9-octahydro-3H-spiro[furo[3,4-c]quinoline-1,4′-pyran]-3-one). Starting materials: BrC1=C(N=CN1C)C1=NC=CC(=C1)C#N (2-(5-bromo-1-methyl-1H-imidazol-4-yl)pyridine-4-carbonitrile), FC1=C(C=C(C=C1)B(O)O)C(NC1=CC=CC=C1)=O (4-fluoro-3-(phenyl carbamoyl)phenyl boronic acid). Yields the product C(#N)C1=CC(=NC=C1)C1=C(N(C=N1)C)C=1C=CC(=C(C(=O)NC2=CC=CC=C2)C1)F (5-[5-(4-cyanopyridin-2-yl)-3-methylimidazol-4-yl]-2-fluoro-N-phenylbenzamide). RXN SMILES: Br[C:2]1[N:6]([CH3:7])[CH:5]=[N:4][C:3]=1[C:8]1[CH:13]=[C:12]([C:14]#[N:15])[CH:11]=[CH:10][N:9]=1.[F:16][C:17]1[CH:22]=[CH:21][C:20](B(O)O)=[CH:19][C:18]=1[C:26](=[O:34])[NH:27][C:28]1[CH:33]=[CH:32][CH:31]=[CH:30][CH:29]=1>>[C:14]([C:12]1[CH:11]=[CH:10][N:9]=[C:8]([C:3]2[N:4]=[CH:5][N:6]([CH3:7])[C:2]=2[C:20]2[CH:21]=[CH:22][C:17]([F:16])=[C:18]([CH:19]=2)[C:26]([NH:27][C:28]2[CH:29]=[CH:30][CH:31]=[CH:32][CH:33]=2)=[O:34])[CH:13]=1)#[N:15]. Procedure details: The title compound was prepared from 2-(5-bromo-1-methyl-1H-imidazol-4-yl)pyridine-4-carbonitrile (PREPARATION 2) and 4-fluoro-3-(phenyl carbamoyl)phenyl boronic acid according to the procedure for the preparation of Example 3, part A. [M+H] Calc'd for C23H16FN5O, 398. Found, 398. Reactants: CN(C)C=O, Cl, N#CC(CCC(F)(F)C(F)(F)F)S(=O)(=O)CCC(F)(F)F, [H-], CCI, [Na+]. Product: CCC(C#N)(CCC(F)(F)C(F)(F)F)S(=O)(=O)CCC(F)(F)F. Reaction SMILES: [CH3:28][N:29]([CH3:30])[CH:31]=[O:32].[ClH:27].[F:4][C:5]([CH2:6][CH2:7][CH:8]([C:9]#[N:10])[S:11](=[O:12])(=[O:13])[CH2:14][CH2:15][C:16]([F:17])([F:18])[F:19])([C:20]([F:21])([F:22])[F:23])[F:24].[H-:25].[I:1][CH2:2][CH3:3].[Na+:26]>>[CH2:2]([CH3:3])[C:8]([CH2:7][CH2:6][C:5]([F:4])([C:20]([F:21])([F:22])[F:23])[F:24])([C:9]#[N:10])[S:11](=[O:12])(=[O:13])[CH2:14][CH2:15][C:16]([F:17])([F:18])[F:19]. The reactants are OCC1CN(Cc2ccccc2)CCN1Cc1ccccc1, CS(=O)(=O)Cl, CCN(C(C)C)C(C)C, ClCCl. The product is CS(=O)(=O)OCC1CN(Cc2ccccc2)CCN1Cc1ccccc1. RXN SMILES: [CH2:1]([c:2]1[cH:3][cH:4][cH:5][cH:6][cH:7]1)[N:8]1[CH:9]([CH2:21][OH:22])[CH2:10][N:11]([CH2:14][c:15]2[cH:16][cH:17][cH:18][cH:19][cH:20]2)[CH2:12][CH2:13]1.[CH3:32][S:33]([Cl:34])(=[O:35])=[O:36].[CH:23]([N:24]([CH2:25][CH3:26])[CH:27]([CH3:28])[CH3:29])([CH3:30])[CH3:31].[Cl:37][CH2:38][Cl:39]>>[CH2:1]([c:2]1[cH:3][cH:4][cH:5][cH:6][cH:7]1)[N:8]1[CH:9]([CH2:21][O:22][S:33]([CH3:32])(=[O:35])=[O:36])[CH2:10][N:11]([CH2:14][c:15]2[cH:16][cH:17][cH:18][cH:19][cH:20]2)[CH2:12][CH2:13]1.